From a dataset of the Open Reaction Database (ORD), a public repository of structured organic reaction records. describe an organic reaction: reactants, conditions, products, and yield Starting materials: NN (hydrazine), Br.N1(CCCCC1)CC=1C=C(SCCN2C(C=3C(C2=O)=CC=CC3)=O)C=CC1 (N-{2-[3-(piperidinomethyl)thiophenoxy]ethyl}phthalimide hydrobromide). Solvent: C(C)O (ethanol). Conditions: time 18 hour. Yields the product N1(CCCCC1)CC=1C=C(SCCN)C=CC1 (2-(3-Piperidinomethylthiophenoxy)ethylamine). Yield: 99.8%. As a reaction SMILES: NN.Br.[N:4]1([CH2:10][C:11]2[CH:12]=[C:13]([CH:28]=[CH:29][CH:30]=2)[S:14][CH2:15][CH2:16][N:17]2C(=O)C3=CC=CC=C3C2=O)[CH2:9][CH2:8][CH2:7][CH2:6][CH2:5]1>C(O)C>[N:4]1([CH2:10][C:11]2[CH:12]=[C:13]([CH:28]=[CH:29][CH:30]=2)[S:14][CH2:15][CH2:16][NH2:17])[CH2:9][CH2:8][CH2:7][CH2:6][CH2:5]1 |f:1.2|. Reported procedure: Anhydrous hydrazine (1.79 g, 56.0 mmoles) was added to a suspension of N-{2-[3-(piperidinomethyl)thiophenoxy]ethyl}phthalimide hydrobromide (5.17 g, 11.2 mmoles) [prepared in Step D] in 200 mL of 95% ethanol, stirred at ambient temperature for 18 hours and filtered. The filtrate was stripped and the semi-solid residue was stirred with several portions of ether. Evaporation of the solvent gave 2.8 g of title compound as a yellow oil. Reactants: C(C1=CC=CC=C1)OC(NC=1C(=NOC1C1=CC=C(C=C1)Br)C)=O ([5-(4-bromo-phenyl)-3-methyl-isoxazol-4-yl]-carbamic acid benzyl ester), C(C)OC(=O)C1(CC1)C1=CC=C(C=C1)B1OC(C(O1)(C)C)(C)C (1-[4-(4,4,5,5-tetramethyl-[1,3,2]dioxaborolan-2-yl)-phenyl]-cyclopropanecarboxylic acid ethyl ester). Yields the product C(C)OC(=O)C1(CC1)C1=CC=C(C=C1)C1=CC=C(C=C1)C1=C(C(=NO1)C)NC(=O)OCC1=CC=CC=C1 (1-[4′-(4-Benzyloxycarbonylamino-3-methyl-isoxazol-5-yl)-biphenyl-4-yl]-cyclopropanecarboxylic acid ethyl ester). RXN SMILES: [CH2:1]([O:8][C:9](=[O:24])[NH:10][C:11]1[C:12]([CH3:23])=[N:13][O:14][C:15]=1[C:16]1[CH:21]=[CH:20][C:19](Br)=[CH:18][CH:17]=1)[C:2]1[CH:7]=[CH:6][CH:5]=[CH:4][CH:3]=1.[CH2:25]([O:27][C:28]([C:30]1([C:33]2[CH:38]=[CH:37][C:36](B3OC(C)(C)C(C)(C)O3)=[CH:35][CH:34]=2)[CH2:32][CH2:31]1)=[O:29])[CH3:26]>>[CH2:25]([O:27][C:28]([C:30]1([C:33]2[CH:38]=[CH:37][C:36]([C:19]3[CH:20]=[CH:21][C:16]([C:15]4[O:14][N:13]=[C:12]([CH3:23])[C:11]=4[NH:10][C:9]([O:8][CH2:1][C:2]4[CH:7]=[CH:6][CH:5]=[CH:4][CH:3]=4)=[O:24])=[CH:17][CH:18]=3)=[CH:35][CH:34]=2)[CH2:31][CH2:32]1)=[O:29])[CH3:26]. Procedure: Prepared according to the procedure described in Example 1, Step 6 using [5-(4-bromo-phenyl)-3-methyl-isoxazol-4-yl]-carbamic acid benzyl ester and 1-[4-(4,4,5,5-tetramethyl-[1,3,2]dioxaborolan-2-yl)-phenyl]-cyclopropanecarboxylic acid ethyl ester.